From a dataset of the Open Reaction Database (ORD), a public repository of structured organic reaction records. describe an organic reaction: reactants, conditions, products, and yield Starting materials: Cl.CNC (dimethylamine hydrochloride), C=O (formaldehyde), N1C=CC=C1 (pyrrole). Run in [OH-].[Na+] (sodium hydroxide). Conditions: time 45 minute. The product is CN(C)CC=1NC=CC1 (2-(N,N-dimethylaminomethyl)pyrrole). Reaction SMILES: Cl.[CH3:2][NH:3][CH3:4].[CH2:5]=O.[NH:7]1[CH:11]=[CH:10][CH:9]=[CH:8]1>[OH-].[Na+]>[CH3:2][N:3]([CH2:5][C:8]1[NH:7][CH:11]=[CH:10][CH:9]=1)[CH3:4] |f:0.1,4.5|. Reported procedure: A solution of 42.5 g (0.52 mole) of dimethylamine hydrochloride in 41 g of 38% formaldehyde (0.525 mole) was added slowly to 36.5 g (0.50 mole) of pyrrole in a 3-neck round-bottomed flask, fitted with a mechanical stirrer, reflux condenser and a dropping funnel at such a rate that the temperature did not exceed 60° C. About 30 to 60 minutes was needed to complete the addition. Stirring was continued for 1.5 hours after the addition was completed. The mixture was allowed to stand overnight. Then ... Reactants: S1C(=CC=C1)B(C=1SC=CC1)C=1SC=CC1 (trithienyl boron), S1C(=CC=C1)[Li] (2-thienyllithium). Run in O1CCCC1 (tetrahydrofuran). The product is S1C(=CC=C1)[B-](C=1SC=CC1)(C=1SC=CC1)C=1SC=CC1.[Li+] (lithium tetra(2-thienyl)borate). As a reaction SMILES: [S:1]1[CH:5]=[CH:4][CH:3]=[C:2]1[B:6]([C:12]1[S:13][CH:14]=[CH:15][CH:16]=1)[C:7]1[S:8][CH:9]=[CH:10][CH:11]=1.[S:17]1[CH:21]=[CH:20][CH:19]=[C:18]1[Li:22]>O1CCCC1>[S:1]1[CH:5]=[CH:4][CH:3]=[C:2]1[B-:6]([C:18]1[S:17][CH:21]=[CH:20][CH:19]=1)([C:7]1[S:8][CH:9]=[CH:10][CH:11]=1)[C:12]1[S:13][CH:14]=[CH:15][CH:16]=1.[Li+:22] |f:3.4|. Procedure: The trithienyl boron is further dissolved in dry tetrahydrofuran (30 ml), one equivalent of 2-thienyllithium is added dropwise to the mixture at 0° C. under nitrogen. The precipitate formed is filtered and dried to obtain pure lithium tetra(2-thienyl)borate. Reactants: B, CCCCCCCCCCOc1ccc(C(=O)O)cc1, Cl, C1CCOC1, O. Yields the product CCCCCCCCCCOc1ccc(CO)cc1. As a reaction SMILES: [BH3:1].[CH2:2]([CH2:3][CH2:4][CH2:5][CH2:6][CH2:7][CH2:8][CH2:9][CH2:10][CH3:11])[O:12][c:13]1[cH:14][cH:15][c:16]([C:17](=[O:18])[OH:19])[cH:20][cH:21]1.[ClH:22].[O:23]1[CH2:24][CH2:25][CH2:26][CH2:27]1.[OH2:28]>>[CH2:2]([CH2:3][CH2:4][CH2:5][CH2:6][CH2:7][CH2:8][CH2:9][CH2:10][CH3:11])[O:12][c:13]1[cH:14][cH:15][c:16]([CH2:17][OH:18])[cH:20][cH:21]1. The reactants are thiol, C1(=CC=C(C=C1)S(=O)(=O)O)C (p-toluenesulphonic acid), C1(=CC=CC=C1)CC=O (phenylacetaldehyde). The solvent is C1(=CC=CC=C1)C (toluene). The product is C1(=CC=CC=C1)CC1OCCCS1 (2-Phenylmethyl-1,3-oxathiane). As a reaction SMILES: C1(C)C=C[C:4]([S:7](O)(=O)=O)=[CH:3][CH:2]=1.[C:12]1([CH2:18][CH:19]=[O:20])[CH:17]=[CH:16][CH:15]=[CH:14][CH:13]=1>C1(C)C=CC=CC=1>[C:12]1([CH2:18][CH:19]2[S:7][CH2:4][CH2:3][CH2:2][O:20]2)[CH:17]=[CH:16][CH:15]=[CH:14][CH:13]=1. Procedure: To a solution of the thiol (14.67 g) from step a) in toluene (200 ml) was added p-toluenesulphonic acid (1 g) and phenylacetaldehyde (18.3 ml). The reaction was refluxed using a Dean and Stark apparatus. After the appropriate amount of water had been collected the reaction mixture was cooled, washed with saturated sodium bicarbonate, saturated brine and dried (K2CO3). The crude product was distilled (bp 100°-110°/0.3 mbars) to give a yellow liquid (19.65 g). Reactants: O=C([O-])[O-], CO, CCOC(C)=O, CCCCCC, CC1(C)CCC(=O)c2c(C3CC3)cc(C#C[Si](C)(C)C)cc21, [K+], [K+]. Yields the product C#Cc1cc(C2CC2)c2c(c1)C(C)(C)CCC2=O. Reaction SMILES: [C:25](=[O:26])([O-:27])[O-:28].[CH3:23][OH:24].[CH3:31][CH2:32][O:33][C:34](=[O:35])[CH3:36].[CH3:37][CH2:38][CH2:39][CH2:40][CH2:41][CH3:42].[CH:1]1([c:4]2[cH:5][c:6]([C:17]#[C:18][Si:19]([CH3:20])([CH3:21])[CH3:22])[cH:7][c:8]3[c:13]2[C:12](=[O:14])[CH2:11][CH2:10][C:9]3([CH3:15])[CH3:16])[CH2:2][CH2:3]1.[K+:29].[K+:30]>>[CH:1]1([c:4]2[cH:5][c:6]([C:17]#[CH:18])[cH:7][c:8]3[c:13]2[C:12](=[O:14])[CH2:11][CH2:10][C:9]3([CH3:15])[CH3:16])[CH2:2][CH2:3]1.